From a dataset of the Open Reaction Database (ORD), a public repository of structured organic reaction records. describe an organic reaction: reactants, conditions, products, and yield Starting materials: CSC1=NC=2N(C(N1)=O)N=C(C2)C2=CC=CC=C2 (2-methylthio-7-phenylpyrazolo [1,5-a]-1,3,5-triazine-4-one), C([O-])([O-])=O.[K+].[K+] (potassium carbonate), C(C)OC(CBr)=O (ethylbromacetate). The solvent is CN(C=O)C (dimethylformamide). Reaction conditions: time 8 hour. The product is C(=O)(OCC)CN1C(=NC=2N(C1=O)N=C(C2)C2=CC=CC=C2)SC (3-Carbethoxymethyl-2-methylthio-7-phenylpyrazolo [1,5-a]-1,3,5-triazine-4-one). As a reaction SMILES: [CH3:1][S:2][C:3]1[NH:8][C:7](=[O:9])[N:6]2[N:10]=[C:11]([C:13]3[CH:18]=[CH:17][CH:16]=[CH:15][CH:14]=3)[CH:12]=[C:5]2[N:4]=1.C(=O)([O-])[O-].[K+].[K+].[CH2:25]([O:27][C:28](=[O:31])[CH2:29]Br)[CH3:26]>CN(C)C=O>[C:28]([CH2:29][N:8]1[C:7](=[O:9])[N:6]2[N:10]=[C:11]([C:13]3[CH:14]=[CH:15][CH:16]=[CH:17][CH:18]=3)[CH:12]=[C:5]2[N:4]=[C:3]1[S:2][CH3:1])([O:27][CH2:25][CH3:26])=[O:31] |f:1.2.3|. Procedure details: A mixture of 260 mg of 2-methylthio-7-phenylpyrazolo [1,5-a]-1,3,5-triazine-4-one and 140 mg of anhydrous potassium carbonate in 5 ml dry dimethylformamide is stirred at room temperature for 15 min while 0.14 ml ethylbromacetate is added dropwise. The mixture is stirred at room temperature overnight, filtered, and the filter cake washed with dimethylformamide. The reactants are N12CCCCCC2=NCCC1 (1,8-diazabicyclo[5.4.0]undec-7-ene), C(C#C)(=O)O (propiolic acid), COC1=CC=C(CCl)C=C1 (4-methoxybenzyl chloride). The solvent is C(Cl)Cl (methylene chloride). Reaction conditions: time 2 hour. The product is C(C#C)(=O)OCC1=CC=C(C=C1)OC (4-methoxybenzyl propiolate). As a reaction SMILES: N12CCCN=C1CCCCC2.[C:12]([OH:16])(=[O:15])[C:13]#[CH:14].[CH3:17][O:18][C:19]1[CH:26]=[CH:25][C:22]([CH2:23]Cl)=[CH:21][CH:20]=1>C(Cl)Cl>[C:12]([O:16][CH2:23][C:22]1[CH:25]=[CH:26][C:19]([O:18][CH3:17])=[CH:20][CH:21]=1)(=[O:15])[C:13]#[CH:14]. Procedure: 64 ml (0.43 mol) of 1,8-diazabicyclo[5.4.0]undec-7-ene were added to a solution of 26.4 ml (0.43 mol) of propiolic acid in 400 ml of methylene chloride at 25°, where required while cooling with ice. The mixture was stirred at 25° for 2 hours, then 56 ml (415 mmol) of 4-methoxybenzyl chloride were added and the mixture was finally stirred at 25° for a further 2 days. The reaction mixture was washed in succession with 200 ml of saturated sodium hydrogen carbonate solution and twice with 200 ml of ... Reactants: solid, BrC1=CC(=CC=2C(=C3N(C12)CCNC3=O)C)F (6-bromo-8-fluoro-10-methyl-3,4-dihydro-2H-pyrazino[1,2-a]indol-1-one), BrC1=CC(=CC=2C(=C3N(C12)CCNC3=O)C)F (6-bromo-8-fluoro-10-methyl-3,4-dihydro-2H-pyrazino[1,2-a]indol-1-one), C(C)(C)C1=CC=C(C=C1)B(O)O (4-isopropyl-phenylboronic acid). Yields the product FC1=CC=2C(=C3N(C2C(=C1)C1=CC=C(C=C1)C(C)C)CCNC3=O)C (8-Fluoro-6-(4-isopropyl-phenyl)-10-methyl-3,4-dihydro-2H-pyrazino[1,2-a]indol-1-one). RXN SMILES: Br[C:2]1[C:10]2[N:9]3[CH2:11][CH2:12][NH:13][C:14](=[O:15])[C:8]3=[C:7]([CH3:16])[C:6]=2[CH:5]=[C:4]([F:17])[CH:3]=1.[CH:18]([C:21]1[CH:26]=[CH:25][C:24](B(O)O)=[CH:23][CH:22]=1)([CH3:20])[CH3:19]>>[F:17][C:4]1[CH:3]=[C:2]([C:24]2[CH:25]=[CH:26][C:21]([CH:18]([CH3:20])[CH3:19])=[CH:22][CH:23]=2)[C:10]2[N:9]3[CH2:11][CH2:12][NH:13][C:14](=[O:15])[C:8]3=[C:7]([CH3:16])[C:6]=2[CH:5]=1. Procedure: The title compound, off-white solid (69 mg, 82%), MS (ISP) m/z=337.5 [(M+H)+], mp 177° C., was prepared in accordance with the general method of example 1 from 6-bromo-8-fluoro-10-methyl-3,4-dihydro-2H-pyrazino[1,2-a]indol-1-one (intermediate 14) (74.3 mg, 0.25 mmol) and commercially available 4-isopropyl-phenylboronic acid (53.3 mg, 0.325 mmol). Starting materials: COC(COC=1C2=C(N=C(N1)SC)N(C(=C2C(C(=O)N)=O)CC)CC2=CC=CC=C2)=O ([[2-(methylthio)-5-(aminooxoacetyl)-6-ethyl-7-(phenylmethyl)-7H-pyrrolo[2,3-d]pyrimidin-4-yl]oxy]acetic acid methyl ester), [OH-].[Na+] (sodium hydroxide). Solvent: C(C)O (ethanol). Reaction conditions: temperature 65 celsius. Product: CSC=1N=C(C2=C(N1)N(C(=C2C(C(=O)N)=O)CC)CC2=CC=CC=C2)OCC(=O)O ([[2-(methylthio)-5-(aminooxoacetyl)-6-ethyl-7-(phenylmethyl)-7H-pyrrolo[2,3-d]pyrimidin-4-yl]oxy]acetic acid). Yield: 80.9%. As a reaction SMILES: C[O:2][C:3](=[O:31])[CH2:4][O:5][C:6]1[C:7]2[C:16]([C:17](=[O:21])[C:18]([NH2:20])=[O:19])=[C:15]([CH2:22][CH3:23])[N:14]([CH2:24][C:25]3[CH:30]=[CH:29][CH:28]=[CH:27][CH:26]=3)[C:8]=2[N:9]=[C:10]([S:12][CH3:13])[N:11]=1.[OH-].[Na+]>C(O)C>[CH3:13][S:12][C:10]1[N:11]=[C:6]([O:5][CH2:4][C:3]([OH:31])=[O:2])[C:7]2[C:16]([C:17](=[O:21])[C:18]([NH2:20])=[O:19])=[C:15]([CH2:22][CH3:23])[N:14]([CH2:24][C:25]3[CH:30]=[CH:29][CH:28]=[CH:27][CH:26]=3)[C:8]=2[N:9]=1 |f:1.2|. Procedure details: A suspension of 99.5 mg (0.225 mmol) of [[2-(methylthio)-5-(aminooxoacetyl)-6-ethyl-7-(phenylmethyl)-7H-pyrrolo[2,3-d]pyrimidin-4-yl]oxy]acetic acid methyl ester in 8.0 mL of ethanol was treated with 0.175 mL of 2 M sodium hydroxide and the mixture heated to 65° C. for 1 hour. The reaction mixture was cooled to ambient temperature and concentrated under vacuum to a white solid. The solid was dissolved in 12 mL of water and the product precipitated upon the addition of 0.40 mL of 1 M HCl. The sol...